This data is from the Open Reaction Database (ORD), a public repository of structured organic reaction records. The task is: describe an organic reaction: reactants, conditions, products, and yield Reactants: CC(C)C[Al+]CC(C)C, C1CCOC1, COC(=O)c1cc(Cl)c(Oc2ccc(OC)c(C(C)C)c2)c(Cl)c1, Cl, [H-]. Product: COc1ccc(Oc2c(Cl)cc(CO)cc2Cl)cc1C(C)C. As a reaction SMILES: [CH2:26]([Al+:27][CH2:28][CH:29]([CH3:30])[CH3:31])[CH:32]([CH3:33])[CH3:34].[CH2:36]1[O:37][CH2:38][CH2:39][CH2:40]1.[Cl:1][c:2]1[cH:3][c:4]([C:5](=[O:6])[O:7][CH3:8])[cH:9][c:10]([Cl:24])[c:11]1[O:12][c:13]1[cH:14][c:15]([CH:21]([CH3:22])[CH3:23])[c:16]([O:19][CH3:20])[cH:17][cH:18]1.[ClH:35].[H-:25]>>[Cl:1][c:2]1[cH:3][c:4]([CH2:5][OH:6])[cH:9][c:10]([Cl:24])[c:11]1[O:12][c:13]1[cH:14][c:15]([CH:21]([CH3:22])[CH3:23])[c:16]([O:19][CH3:20])[cH:17][cH:18]1.